This data is from the Open Reaction Database (ORD), a public repository of structured organic reaction records. The task is: describe an organic reaction: reactants, conditions, products, and yield Reactants: ClC(=O)OC1=CC=C(C=C1)Cl (4-(chloro)phenyl chloroformate), C(C#C)C1CCN(CC1)C(=O)OC(C)(C)C (tert-butyl 4-(prop-2-ynyl)piperidine-1-carboxylate). Product: C(C#C)C1CCN(CC1)C(=O)OC1=CC=C(C=C1)Cl (4-(chloro)phenyl 4-(prop-2-ynyl)piperidine-1-carboxylate). As a reaction SMILES: Cl[C:2]([O:4][C:5]1[CH:10]=[CH:9][C:8]([Cl:11])=[CH:7][CH:6]=1)=[O:3].[CH2:12]([CH:15]1[CH2:20][CH2:19][N:18](C(OC(C)(C)C)=O)[CH2:17][CH2:16]1)[C:13]#[CH:14]>>[CH2:12]([CH:15]1[CH2:20][CH2:19][N:18]([C:2]([O:4][C:5]2[CH:10]=[CH:9][C:8]([Cl:11])=[CH:7][CH:6]=2)=[O:3])[CH2:17][CH2:16]1)[C:13]#[CH:14]. Procedure details: 4-(chloro)phenyl chloroformate (5.00 g, 26.2 mmol) was added to a solution of tert-butyl 4-(prop-2-ynyl)piperidine-1-carboxylate (5.50 g, 20.1 mmol) according to general procedure 1. Yield=4.83 g, 86%. m/z MH+=278.13. HPLC rt=13.0 min. Reactants: CC(C)C[Al+]CC(C)C, ClCCl, CO, [H-], CC(NC(=O)OCc1ccccc1)C(CO[Si](C(C)C)(C(C)C)C(C)C)OC(=O)c1ccc([N+](=O)[O-])cc1, [Na+], [OH-]. Product: CC(NC(=O)OCc1ccccc1)C(O)CO[Si](C(C)C)(C(C)C)C(C)C. RXN SMILES: [CH2:40]([Al+:41][CH2:42][CH:43]([CH3:44])[CH3:45])[CH:46]([CH3:47])[CH3:48].[CH2:53]([Cl:54])[Cl:55].[CH3:49][OH:50].[H-:39].[N+:1]([c:2]1[cH:3][cH:4][c:5]([C:6](=[O:7])[O:10][CH:11]([CH:12]([NH:13][C:14]([O:15][CH2:16][c:17]2[cH:18][cH:19][cH:20][cH:21][cH:22]2)=[O:23])[CH3:24])[CH2:25][O:26][Si:27]([CH:28]([CH3:29])[CH3:30])([CH:31]([CH3:32])[CH3:33])[CH:34]([CH3:35])[CH3:36])[cH:8][cH:9]1)([O-:37])=[O:38].[Na+:52].[OH-:51]>>[OH:10][CH:11]([CH:12]([NH:13][C:14]([O:15][CH2:16][c:17]1[cH:18][cH:19][cH:20][cH:21][cH:22]1)=[O:23])[CH3:24])[CH2:25][O:26][Si:27]([CH:28]([CH3:29])[CH3:30])([CH:31]([CH3:32])[CH3:33])[CH:34]([CH3:35])[CH3:36]. Starting materials: CN(C)C=O (DMF), C(C(=O)Cl)(=O)Cl (oxalyl chloride), NC1=C(N=C(S1)NC1=CC2=CC=CC=C2C=C1)C(=O)N (5-amino-2-(naphthalene-2-ylamino)thiazole-4-carboxamide), C(C)(=O)NC1=CC=C(C(=O)O)C=C1 (4-acetamidobenzoic acid). Solvent: C1CCOC1 (THF), N1=CC=CC=C1 (pyridine). Run at time 2 hour. The product is C(C)(=O)NC1=CC=C(C(=O)NC2=C(N=C(S2)NC2=CC3=CC=CC=C3C=C2)C(=O)N)C=C1 (5-(4-acetamidobenzamido)-2-(naphthalen-2-ylamino)thiazole-4-carboxamide). Yield: 3.8%. RXN SMILES: [C:1]([NH:4][C:5]1[CH:13]=[CH:12][C:8]([C:9]([OH:11])=O)=[CH:7][CH:6]=1)(=[O:3])[CH3:2].CN(C=O)C.C(Cl)(=O)C(Cl)=O.[NH2:25][C:26]1[S:30][C:29]([NH:31][C:32]2[CH:41]=[CH:40][C:39]3[C:34](=[CH:35][CH:36]=[CH:37][CH:38]=3)[CH:33]=2)=[N:28][C:27]=1[C:42]([NH2:44])=[O:43]>C1COCC1.N1C=CC=CC=1>[C:1]([NH:4][C:5]1[CH:6]=[CH:7][C:8]([C:9]([NH:25][C:26]2[S:30][C:29]([NH:31][C:32]3[CH:41]=[CH:40][C:39]4[C:34](=[CH:35][CH:36]=[CH:37][CH:38]=4)[CH:33]=3)=[N:28][C:27]=2[C:42]([NH2:44])=[O:43])=[O:11])=[CH:12][CH:13]=1)(=[O:3])[CH3:2]. Procedure: To a mixture of 4-acetamidobenzoic acid (0.204 g, 1.14 mmol) and a catalytic amount of DMF in dry THF (15 mL) was added dropwise oxalyl chloride (0.2 mL, 2.30 mmol) at 0° C., and the mixture was stirred for 2 hrs at rt. The solvent was evaporated, and the residual oxalyl chloride was removed with azeotropic distillation using toluene under nitrogen atmosphere 4 times. The resulting acid chloride was then dissolved in pyridine (6 mL) and cooled to 0° C. To this solution, a solution of 5-amino-2-(... Starting materials: Brc1cnc(N2CCNCC2)nc1, OCCBr, CC(C)=O, [K+], [K+], O=C([O-])[O-], O. The product is OCCN1CCN(c2ncc(Br)cn2)CC1. Reaction SMILES: [Br:1][c:2]1[cH:3][n:4][c:5]([N:8]2[CH2:9][CH2:10][NH:11][CH2:12][CH2:13]2)[n:6][cH:7]1.[Br:20][CH2:21][CH2:22][OH:23].[CH3:25][C:26](=[O:27])[CH3:28].[K+:14].[K+:15].[O-:16][C:17]([O-:18])=[O:19].[OH2:24]>>[Br:1][c:2]1[cH:3][n:4][c:5]([N:8]2[CH2:9][CH2:10][N:11]([CH2:21][CH2:22][OH:23])[CH2:12][CH2:13]2)[n:6][cH:7]1. The reactants are COC1=CC=C(CSC[C@@H](N)C(=O)O)C=C1 (S-(4-methoxybenzyl)-D-cysteine), ketone, FC1=CC=C(C=C1)N1[C@@H]([C@H](C1=O)SCC(=O)C1=CC=C(C=C1)F)C1=CC=C(OCC(=O)NCC(=O)O)C=C1 (N-{[4-((2R,3R)-1-(4-fluorophenyl)-3-{[2-(4-fluorophenyl)-2-oxoethyl]thio}-4-oxoazetidin-2-yl)phenoxy]acetyl}glycine), CN1CCOCC1 (N-methylmorpholine), CN(C)C(=[N+](C)C)ON1C2=C(C=CC=C2)N=N1.[B-](F)(F)(F)F (TBTU). The solvent is CN(C)C=O (DMF). Run at temperature 30 celsius, time 35 minute. Product: FC1=CC=C(C=C1)N1[C@@H]([C@H](C1=O)SCC(O)C1=CC=C(C=C1)F)C1=CC=C(OCC(=O)NCC(=O)N[C@H](CSCC2=CC=C(C=C2)OC)C(=O)O)C=C1 (N-{[4-((2R,3R)-1-(4-fluorophenyl)-3-{[2-(4-fluorophenyl)-2-hydroxyethyl]thio}-4-oxoazetidin-2-yl)phenoxy]acetyl}glycyl-S-(4-methoxybenzyl)-D-cystein). As a reaction SMILES: [F:1][C:2]1[CH:7]=[CH:6][C:5]([N:8]2[C:11](=[O:12])[C@H:10]([S:13][CH2:14][C:15]([C:17]3[CH:22]=[CH:21][C:20]([F:23])=[CH:19][CH:18]=3)=[O:16])[C@H:9]2[C:24]2[CH:38]=[CH:37][C:27]([O:28][CH2:29][C:30]([NH:32][CH2:33][C:34](O)=[O:35])=[O:31])=[CH:26][CH:25]=2)=[CH:4][CH:3]=1.CN1CCOCC1.CN(C(ON1N=NC2C=CC=CC1=2)=[N+](C)C)C.[B-](F)(F)(F)F.[CH3:68][O:69][C:70]1[CH:83]=[CH:82][C:73]([CH2:74][S:75][CH2:76][C@H:77]([C:79]([OH:81])=[O:80])[NH2:78])=[CH:72][CH:71]=1>CN(C=O)C>[F:1][C:2]1[CH:3]=[CH:4][C:5]([N:8]2[C:11](=[O:12])[C@H:10]([S:13][CH2:14][CH:15]([C:17]3[CH:18]=[CH:19][C:20]([F:23])=[CH:21][CH:22]=3)[OH:16])[C@H:9]2[C:24]2[CH:25]=[CH:26][C:27]([O:28][CH2:29][C:30]([NH:32][CH2:33][C:34]([NH:78][C@@H:77]([C:79]([OH:81])=[O:80])[CH2:76][S:75][CH2:74][C:73]3[CH:72]=[CH:71][C:70]([O:69][CH3:68])=[CH:83][CH:82]=3)=[O:35])=[O:31])=[CH:37][CH:38]=2)=[CH:6][CH:7]=1 |f:2.3|. Reported procedure: To a stirred solution of N-{[4-((2R,3R)-1-(4-fluorophenyl)-3-{[2-(4-fluorophenyl)-2-oxoethyl]thio}-4-oxoazetidin-2-yl)phenoxy]acetyl}glycine, (21.3 mg, 0.039 mmol) in DMF (3 ml) was added N-methylmorpholine (20μl, 0.18 mmol). TBTU (15.1 mg, 0.047 mmol) was added and the mixture was stirred at 30° C. for 35 minutes. S-(4-methoxybenzyl)-D-cysteine (12.8 mg, 0.053 mmol) was added and the mixture was stirred 1 hour at 30° C. and 1.5 hours at ambient temperature. The formation of the ketone of the ti... Reactants: C(C)(=O)OC1=C(C=C(C=CC(=O)Cl)C=C1)OC (4-acetoxy-3-methoxycinnamoyl chloride), C1(CCCCC1)N (cyclohexylamine). The solvent is N1=CC=CC=C1 (pyridine). Product: C1(CCCCC1)NC(C=CC1=CC(=C(C=C1)OC(C)=O)OC)=O (N-cyclohexyl-4-acetoxy-3-methoxycinnamamide). RXN SMILES: [C:1]([O:4][C:5]1[CH:15]=[CH:14][C:8]([CH:9]=[CH:10][C:11](Cl)=[O:12])=[CH:7][C:6]=1[O:16][CH3:17])(=[O:3])[CH3:2].[CH:18]1([NH2:24])[CH2:23][CH2:22][CH2:21][CH2:20][CH2:19]1>N1C=CC=CC=1>[CH:18]1([NH:24][C:11](=[O:12])[CH:10]=[CH:9][C:8]2[CH:14]=[CH:15][C:5]([O:4][C:1](=[O:3])[CH3:2])=[C:6]([O:16][CH3:17])[CH:7]=2)[CH2:23][CH2:22][CH2:21][CH2:20][CH2:19]1. Reported procedure: Using 3 g of 4-acetoxy-3-methoxycinnamoyl chloride, 1.4 ml of cyclohexylamine, and 100 ml of pyridine, a reaction similar to that conducted in Example 53 was carried out. As a result, 2.64 g of N-cyclohexyl-4-acetoxy-3-methoxycinnamamide (a compound of the present invention) was obtained as white crystal, which had the following physiochemical properties: